This data is from the Open Reaction Database (ORD), a public repository of structured organic reaction records. The task is: describe an organic reaction: reactants, conditions, products, and yield Yields the product [N+](=O)([O-])C=1C=C(C=CC1)C(F)(F)F (3-Nitrobenzotrifluoride). RXN SMILES: [N+:1]([O-:4])([O-])=[O:2].[K+].[N+]([O-])(O)=O.C(O)(=O)C.[N+]([O-])(O)=O.[C:18]1([C:24]([F:27])([F:26])[F:25])[CH:23]=[CH:22][CH:21]=[CH:20][CH:19]=1>S(=O)(=O)(O)O>[N+:1]([C:20]1[CH:19]=[C:18]([C:24]([F:27])([F:26])[F:25])[CH:23]=[CH:22][CH:21]=1)([O-:4])=[O:2] |f:0.1,2.3|. Run at time 1 hour. Reactants: nitric-sulfuric acid, nitric-sulfuric acid, [N+](=O)(O)[O-] (nitric acid), [N+](=O)([O-])[O-].[K+] (potassium nitrate), [N+](=O)(O)[O-].C(C)(=O)O (nitric acid acetic acid), C1(=CC=CC=C1)C(F)(F)F (benzotrifluoride). The solvent is S(O)(O)(=O)=O (sulfuric acid), S(O)(O)(=O)=O (sulfuric acid). Procedure details: The nitration step (a) may be effected by using various nitrating agents such as concentrated nitric-sulfuric acid, potassium nitrate--sulfuric acid and nitric acid-acetic acid. The preferred nitrating agent is connected nitric-sulfuric acid. The reaction is carried out by slowly adding fuming nitric acid to a mixture of benzotrifluoride in concentrated sulfuric acid while maintaining the temperature of the reaction between 0° to 40° C., preferably 20°-30° C. When the addition is complete, the r...